From a dataset of the Open Reaction Database (ORD), a public repository of structured organic reaction records. describe an organic reaction: reactants, conditions, products, and yield Reactants: [H-].[Al+3].[Li+].[H-].[H-].[H-] (lithium aluminum hydride), O.O.Cl.NC1C2(CCCCCC1C(C1=C2C=C(C=C1)O)=O)C (13-amino-6,7,8,9,10,11-hexahydro-3-hydroxy-5-methyl-5,11-methanobenzocyclodecen-12(5H)-one hydrochloride dihydrate), suspension, [H-].[Al+3].[Li+].[H-].[H-].[H-] (LAH), O (water). The solvent is O1CCCC1 (tetrahydrofuran), O1CCCC1 (THF). Yields the product NC1C2(CCCCCC1C(C1=C2C=C(C=C1)O)O)C (13-Amino-5,6,7,8,9,10,11,12-octahydro-5-methyl-5,11-methanobenzocyclodecen-3,12-diol). Isolated yield 63.8%. As a reaction SMILES: [H-].[Al+3].[Li+].[H-].[H-].[H-].O.O.Cl.[NH2:10][CH:11]1[CH:18]2[C:19](=[O:27])[C:20]3[CH:25]=[CH:24][C:23]([OH:26])=[CH:22][C:21]=3[C:12]1([CH3:28])[CH2:13][CH2:14][CH2:15][CH2:16][CH2:17]2.O>O1CCCC1>[NH2:10][CH:11]1[CH:18]2[CH:19]([OH:27])[C:20]3[CH:25]=[CH:24][C:23]([OH:26])=[CH:22][C:21]=3[C:12]1([CH3:28])[CH2:13][CH2:14][CH2:15][CH2:16][CH2:17]2 |f:0.1.2.3.4.5,6.7.8.9|. Procedure: To a stirred suspension 2 g. of lithium aluminum hydride (LAH) in 250 mL of tetrahydrofuran (THF) was added a slurry of 1 g. (0.003 mole) of 13-amino-6,7,8,9,10,11-hexahydro-3-hydroxy-5-methyl-5,11-methanobenzocyclodecen-12(5H)-one hydrochloride dihydrate in 50 mL of THF over a period of 1 hour. The reaction mixture was refluxed for 25 hours and then cooled and excess LAH was decomposed by careful addition of 2 mL of water. The reaction mixture was filtered and the filtrate washed with aqueous a... Starting materials: ClC(C(=O)N(C)C)C (2-chloro-N,N-dimethylpropionamide), C1(=CC=CC=C1)C1=NNC=C1CCC (3-phenyl-4-propylpyrazole), CC=1C(=NNC1)C1=CC=CC=C1 (4-methyl-3-phenylpyrazole). Yields the product C(C)C(C(=O)N(C)C)N1N=C(C(=C1)CCC)C1=CC=CC=C1 (α-ethyl-N,N-dimethyl-3-phenyl-4-propylpyrazole-1-acetamide). As a reaction SMILES: Cl[CH:2]([CH3:8])[C:3]([N:5]([CH3:7])[CH3:6])=[O:4].[C:9]1([C:15]2[C:19]([CH2:20][CH2:21][CH3:22])=[CH:18][NH:17][N:16]=2)[CH:14]=[CH:13][CH:12]=[CH:11][CH:10]=1.[CH3:23]C1C(C2C=CC=CC=2)=NNC=1>>[CH2:8]([CH:2]([N:17]1[CH:18]=[C:19]([CH2:20][CH2:21][CH3:22])[C:15]([C:9]2[CH:10]=[CH:11][CH:12]=[CH:13][CH:14]=2)=[N:16]1)[C:3]([N:5]([CH3:7])[CH3:6])=[O:4])[CH3:23]. Procedure details: Using the procedure of Example 1, but substituting 2-bromo-N,N-dimethylbutyramide for 2-chloro-N,N-dimethylpropionamide and 3-phenyl-4-propylpyrazole for 4-methyl-3-phenylpyrazole, there was obtained α-ethyl-N,N-dimethyl-3-phenyl-4-propylpyrazole-1-acetamide, m.p. 63°-65.5° C. The reactants are solution, Cl (hydrogen chloride), C(C1=CC=CC=C1)N1C(=NC(=C1C(=O)OC)C(=O)OC)COC (dimethyl 1-benzyl-2-methoxymethylimidazole-4,5-dicarboxylate). Reagents/catalysts: [Pd] (palladium-on-carbon). Solvent: O1CCOCC1 (dioxane), CO (methanol). Run at time 1.5 hour. Yields the product COCC=1NC(=C(N1)C(=O)OC)C(=O)OC (Dimethyl 2-methoxymethylimidazole-4,5-dicarboxylate). RXN SMILES: Cl.C([N:9]1[C:13]([C:14]([O:16][CH3:17])=[O:15])=[C:12]([C:18]([O:20][CH3:21])=[O:19])[N:11]=[C:10]1[CH2:22][O:23][CH3:24])C1C=CC=CC=1>O1CCOCC1.CO.[Pd]>[CH3:24][O:23][CH2:22][C:10]1[NH:11][C:12]([C:18]([O:20][CH3:21])=[O:19])=[C:13]([C:14]([O:16][CH3:17])=[O:15])[N:9]=1. Reported procedure: 650 mg of 10% w/w palladium-on-carbon and 6.1 ml of a 4N solution of hydrogen chloride in dioxane were added to a solution of 6.5 g of dimethyl 1-benzyl-2-methoxymethylimidazole-4,5-dicarboxylate [prepared as described in step (iii) above] in 65 ml of methanol. The mixture was then stirred at room temperature for 1.5 hours under a hydrogen atmosphere. At the end of this time, the catalyst was filtered off and the filtrate was concentrated by evaporation under reduced pressure, to give a crystall... RXN SMILES: [CH2:1]([O:8][C:9]1[C:10]([NH2:15])=[N:11][CH:12]=[CH:13][CH:14]=1)[C:2]1[CH:7]=[CH:6][CH:5]=[CH:4][CH:3]=1.[N:16]1[CH:21]=[CH:20][C:19]([C:22](=O)[CH2:23][C:24](OCC)=[O:25])=[CH:18][CH:17]=1.C([O-])(=O)C.[NH4+]>O>[CH2:1]([O:8][C:9]1[C:10]2=[N:15][C:22]([C:19]3[CH:20]=[CH:21][N:16]=[CH:17][CH:18]=3)=[CH:23][C:24](=[O:25])[N:11]2[CH:12]=[CH:13][CH:14]=1)[C:2]1[CH:3]=[CH:4][CH:5]=[CH:6][CH:7]=1 |f:2.3|. Yield: 19.0%. Procedure: To a mixture of 5.02 mmol) of 3-(benzyloxy)pyridin-2-amine and 1.16 g (6.02 mmol) of ethyl 3-(4-pyridinyl)-3-oxopropionate were added 0.774 (10.04 mmol) of ammonium acetate. The reaction mixture was heated at 150° C. for 12 hours. After cooling, water was added and the mixture was extracted with dichloromethane. The extracts were washed with a saturated aqueous solution of sodium chloride, dried over sodium sulphate and evaporated. The residue obtained was purified by chromatography on silica ge... The reactants are C(C1=CC=CC=C1)OC=1C(=NC=CC1)N (3-(benzyloxy)pyridin-2-amine), N1=CC=C(C=C1)C(CC(=O)OCC)=O (ethyl 3-(4-pyridinyl)-3-oxopropionate), 0.774, C(C)(=O)[O-].[NH4+] (ammonium acetate). Product: C(C1=CC=CC=C1)OC1=CC=CN2C1=NC(=CC2=O)C2=CC=NC=C2 (9-(benzyloxy)-2-pyridin-4-yl-4H-pyrido[1,2-a]pyrimidin-4-one). Conditions: temperature 150 celsius. Run in O (water). Starting materials: OCC1=C(N=CN1COCC[Si](C)(C)C)C1=CC=C(C#N)C=C1 (4-(5-(hydroxymethyl)-1-((2-(trimethylsilyl)ethoxy)methyl)-1H-imidazol-4-yl)benzonitrile). The reagents and catalysts are O=[Mn]=O (MnO2). The solvent is ClCCl (dichloromethane). Reaction conditions: time 1 hour. The product is C(=O)C1=C(N=CN1COCC[Si](C)(C)C)C1=CC=C(C#N)C=C1 (4-(5-formyl-1-((2-(trimethylsilyl)ethoxy)methyl)-1H-imidazol-4-yl)benzonitrile). The yield is 65.1%. As a reaction SMILES: [OH:1][CH2:2][C:3]1[N:7]([CH2:8][O:9][CH2:10][CH2:11][Si:12]([CH3:15])([CH3:14])[CH3:13])[CH:6]=[N:5][C:4]=1[C:16]1[CH:23]=[CH:22][C:19]([C:20]#[N:21])=[CH:18][CH:17]=1>ClCCl.O=[Mn]=O>[CH:2]([C:3]1[N:7]([CH2:8][O:9][CH2:10][CH2:11][Si:12]([CH3:15])([CH3:14])[CH3:13])[CH:6]=[N:5][C:4]=1[C:16]1[CH:23]=[CH:22][C:19]([C:20]#[N:21])=[CH:18][CH:17]=1)=[O:1]. Procedure: A mixture of 4-(5-(hydroxymethyl)-1-((2-(trimethylsilyl)ethoxy)methyl)-1H-imidazol-4-yl)benzonitrile (100 mg, 0.30 mmol, 1.00 equiv) and MnO2 (260 mg, 2.99 mmol, 10.00 equiv) in dichloromethane (10 mL) was stirred at room temperature for 1 h. The solid material was removed by filtration. The filtrate was concentrated under vacuum to yield 64 mg (64%) of 4-(5-formyl-1-((2-(trimethylsilyl)ethoxy)methyl)-1H-imidazol-4-yl)benzonitrile as a yellow solid. 1H-NMR (300 MHz, CDCl3): δ 9.94 (s, 1H), 7.93 ... Yields the product CC1=C(C(=NO1)C1=CC=CC=C1)C=1N=C2N(C=C(C=C2)NC(CC=2C=NC=CC2)=O)C1 (N-[2-(5-Methyl-3-phenyl-isoxazol-4-yl)-imidazo[1,2-a]pyridin-6-yl]-2-pyridin-3-yl-acetamide). Procedure: As described for Example 56, 2-(5-methyl-3-phenyl-isoxazol-4-yl)-imidazo[1,2-a]pyridin-6-ylamine (96 mg, 0.33 mmol) was converted, using 3-pyridylacetic acid instead of cyclopropylacetic acid, to the title compound (26 mg, 42%) which was obtained as a light brown solid. MS: m/e=410.0 [M+H]+. Isolated yield 42.0%. RXN SMILES: [CH3:1][C:2]1[O:6][N:5]=[C:4]([C:7]2[CH:12]=[CH:11][CH:10]=[CH:9][CH:8]=2)[C:3]=1[C:13]1[N:14]=[C:15]2[CH:20]=[CH:19][C:18]([NH2:21])=[CH:17][N:16]2[CH:22]=1.[N:23]1[CH:28]=[CH:27][CH:26]=[C:25]([CH2:29][C:30](O)=[O:31])[CH:24]=1>>[CH3:1][C:2]1[O:6][N:5]=[C:4]([C:7]2[CH:8]=[CH:9][CH:10]=[CH:11][CH:12]=2)[C:3]=1[C:13]1[N:14]=[C:15]2[CH:20]=[CH:19][C:18]([NH:21][C:30](=[O:31])[CH2:29][C:25]3[CH:24]=[N:23][CH:28]=[CH:27][CH:26]=3)=[CH:17][N:16]2[CH:22]=1. Reactants: CC1=C(C(=NO1)C1=CC=CC=C1)C=1N=C2N(C=C(C=C2)N)C1 (2-(5-methyl-3-phenyl-isoxazol-4-yl)-imidazo[1,2-a]pyridin-6-ylamine), N1=CC(=CC=C1)CC(=O)O (3-pyridylacetic acid). The reactants are CO, COc1ccc(C=O)c(C(F)(F)F)c1, [H][H], N. The product is COc1ccc(CN)c(C(F)(F)F)c1. Reaction SMILES: [CH3:18][OH:19].[CH3:1][O:2][c:3]1[cH:4][c:5]([C:11]([F:12])([F:13])[F:14])[c:6]([CH:7]=[O:8])[cH:9][cH:10]1.[H:16][H:17].[NH3:15]>>[CH3:1][O:2][c:3]1[cH:4][c:5]([C:11]([F:12])([F:13])[F:14])[c:6]([CH2:7][NH2:15])[cH:9][cH:10]1. The product is CCC(C)C(=O)c1ccc(OC)c(Cl)c1Cl. Reactants: [Al+3], ClCCl, CCC(C)C(=O)Cl, [Cl-], [Cl-], [Cl-], COc1cccc(Cl)c1Cl. Reaction SMILES: [Al+3:19].[CH2:22]([Cl:23])[Cl:24].[CH3:11][CH:12]([C:13](=[O:14])[Cl:15])[CH2:16][CH3:17].[Cl-:18].[Cl-:20].[Cl-:21].[Cl:1][c:2]1[c:3]([O:9][CH3:10])[cH:4][cH:5][cH:6][c:7]1[Cl:8]>>[Cl:1][c:2]1[c:3]([O:9][CH3:10])[cH:4][cH:5][c:6]([C:13]([CH:12]([CH3:11])[CH2:16][CH3:17])=[O:14])[c:7]1[Cl:8]. Reactants: C=CCCl, CCOC(C)=O, [Cl-], CN(C)C=O, c1ccncc1. Yields the product [Cl-], C=CC[n+]1ccccc1. As a reaction SMILES: [CH2:7]([CH:8]=[CH2:9])[Cl:10].[CH3:11][CH2:12][O:13][C:14](=[O:15])[CH3:16].[Cl-:17].[O:18]=[CH:19][N:20]([CH3:21])[CH3:22].[cH:1]1[cH:2][cH:3][n:4][cH:5][cH:6]1>>[Cl-:10].[cH:1]1[cH:2][cH:3][n+:4]([CH2:9][CH:8]=[CH2:7])[cH:5][cH:6]1. Reactants: NC1=C(C#N)C=C(C=C1)Br (2-amino-5-bromobenzonitrile), C1(=CC=CC=C1)B(O)O (phenylboronic acid), C([O-])([O-])=O.[K+].[K+] (potassium carbonate). The reagents and catalysts are C=1C=CC(=CC1)[P](C=2C=CC=CC2)(C=3C=CC=CC3)[Pd]([P](C=4C=CC=CC4)(C=5C=CC=CC5)C=6C=CC=CC6)([P](C=7C=CC=CC7)(C=8C=CC=CC8)C=9C=CC=CC9)[P](C=1C=CC=CC1)(C=1C=CC=CC1)C=1C=CC=CC1 (tetrakis(triphenylphosphine)palladium). Solvent: C(OC)COC.O (dimethoxyethane water), O (water). Product: NC1=C(C#N)C=CC(=C1)C1=CC=CC=C1 (2-Amino-4-phenylbenzonitrile). Yield: 91.6%. RXN SMILES: [NH2:1][C:2]1[CH:9]=[CH:8][C:7](Br)=[CH:6][C:3]=1[C:4]#[N:5].[C:11]1(B(O)O)[CH:16]=[CH:15][CH:14]=[CH:13][CH:12]=1.C(=O)([O-])[O-].[K+].[K+]>C(COC)OC.O.O.C1C=CC([P]([Pd]([P](C2C=CC=CC=2)(C2C=CC=CC=2)C2C=CC=CC=2)([P](C2C=CC=CC=2)(C2C=CC=CC=2)C2C=CC=CC=2)[P](C2C=CC=CC=2)(C2C=CC=CC=2)C2C=CC=CC=2)(C2C=CC=CC=2)C2C=CC=CC=2)=CC=1>[NH2:1][C:2]1[CH:9]=[C:8]([C:11]2[CH:16]=[CH:15][CH:14]=[CH:13][CH:12]=2)[CH:7]=[CH:6][C:3]=1[C:4]#[N:5] |f:2.3.4,5.6,^1:37,39,58,77|. Procedure: A mixture of 2-amino-5-bromobenzonitrile (1.0 g, 5 mmol), phenylboronic acid (0.92 g, 7.5 mmol), tetrakis(triphenylphosphine)palladium (50 mg) and potassium carbonate (3.5 g, 25 mmol) in dimethoxyethane/water 2:1 (60 mL) was heated at reflux for 4 hours. After cooling to room temperature the reaction was diluted with water and extracted with ethyl acetate. The organic phase was dried and solvent evaporated. Trituation with petroleum ether gave 0.89 g of the desired compound.